From a dataset of the Open Reaction Database (ORD), a public repository of structured organic reaction records. describe an organic reaction: reactants, conditions, products, and yield Reactants: O=C([O-])[O-], CCC1(Br)C=CC=CC1, CCO, [K+], [K+], CC(C)(Oc1ccc(N)cc1)C(=O)O. Product: CCC1(Nc2ccc(OC(C)(C)C(=O)O)cc2)C=CC=CC1. RXN SMILES: [C:24](=[O:25])([O-:26])[O-:27].[CH3:1][CH2:2][C:3]1([Br:9])[CH2:4][CH:5]=[CH:6][CH:7]=[CH:8]1.[CH3:30][CH2:31][OH:32].[K+:28].[K+:29].[NH2:10][c:11]1[cH:12][cH:13][c:14]([O:15][C:16]([C:17](=[O:18])[OH:19])([CH3:20])[CH3:21])[cH:22][cH:23]1>>[CH3:1][CH2:2][C:3]1([NH:10][c:11]2[cH:12][cH:13][c:14]([O:15][C:16]([C:17](=[O:18])[OH:19])([CH3:20])[CH3:21])[cH:22][cH:23]2)[CH2:4][CH:5]=[CH:6][CH:7]=[CH:8]1.